From a dataset of the Open Reaction Database (ORD), a public repository of structured organic reaction records. describe an organic reaction: reactants, conditions, products, and yield Reactants: C(CCC)[Li] (n-butyllithium), C(C1=CC=CC=C1)OC=1C=CC(=C(C=O)C1)O (5-benzyloxy-2-hydroxybenzaldehyde), ClCCl (dichloromethane). Reagents/catalysts: [Br-].C[P+](C1=CC=CC=C1)(C1=CC=CC=C1)C1=CC=CC=C1 (methyltriphenylphosphonium bromide). Solvent: C1CCOC1 (THF). Reaction conditions: time 1 hour. The product is C(C1=CC=CC=C1)OC1=CC(=C(C=C1)O)C=C (4-Benzyloxy-2-vinylphenol). Yield: 88.3%. As a reaction SMILES: [CH2:1]([Li])CCC.[CH2:6]([O:13][C:14]1[CH:15]=[CH:16][C:17]([OH:22])=[C:18]([CH:21]=1)[CH:19]=O)[C:7]1[CH:12]=[CH:11][CH:10]=[CH:9][CH:8]=1.ClCCl>[Br-].C[P+](C1C=CC=CC=1)(C1C=CC=CC=1)C1C=CC=CC=1.C1COCC1>[CH2:6]([O:13][C:14]1[CH:15]=[CH:16][C:17]([OH:22])=[C:18]([CH:19]=[CH2:1])[CH:21]=1)[C:7]1[CH:12]=[CH:11][CH:10]=[CH:9][CH:8]=1 |f:3.4|. Reported procedure: To a flame dried 500 mL 3-neck flask under an atmosphere of argon, was charged methyltriphenylphosphonium bromide (43.8 mmol) dissolved in anhydrous THF (120 mL), followed by the dropwise addition of n-butyllithium (21.9 mL, 35.04 mmol). The dark red mixture was stirred at ambient temperature for 1 h. Next 5-benzyloxy-2-hydroxybenzaldehyde (2.0 g, 8.76 mmol) (Acta. Chem. Scand., Ser. B, B40(5), 400-1, (1986) was added followed by the addition of anhydrous dichloromethane (40 mL). The mixture was...